The task is: describe an organic reaction: reactants, conditions, products, and yield. This data is from the Open Reaction Database (ORD), a public repository of structured organic reaction records. Starting materials: C1(CC1)N(C(=O)C=1C=NC(=NC1)C1=CC=C(C=C1)S(=O)(=O)C)C1CCNCC1 (2-(4-methanesulfonyl-phenyl)-pyrimidine-5-carboxylic acid cyclopropyl-piperidin-4-yl-amide), ClC1=NC=C(C=N1)CC (2-chloro-5-ethylpyrimidine). Product: C1(CC1)N(C(=O)C=1C=NC(=NC1)C1=CC=C(C=C1)S(=O)(=O)C)C1CCN(CC1)C1=NC=C(C=N1)CC (2-(4-Methanesulfonyl-phenyl)-pyrimidine-5-carboxylic acid cyclopropyl-[1-(5-ethyl-pyrimidin-2-yl)-piperidin-4-yl]-amide). As a reaction SMILES: [CH:1]1([N:4]([CH:23]2[CH2:28][CH2:27][NH:26][CH2:25][CH2:24]2)[C:5]([C:7]2[CH:8]=[N:9][C:10]([C:13]3[CH:18]=[CH:17][C:16]([S:19]([CH3:22])(=[O:21])=[O:20])=[CH:15][CH:14]=3)=[N:11][CH:12]=2)=[O:6])[CH2:3][CH2:2]1.Cl[C:30]1[N:35]=[CH:34][C:33]([CH2:36][CH3:37])=[CH:32][N:31]=1>>[CH:1]1([N:4]([CH:23]2[CH2:28][CH2:27][N:26]([C:30]3[N:35]=[CH:34][C:33]([CH2:36][CH3:37])=[CH:32][N:31]=3)[CH2:25][CH2:24]2)[C:5]([C:7]2[CH:12]=[N:11][C:10]([C:13]3[CH:18]=[CH:17][C:16]([S:19]([CH3:22])(=[O:21])=[O:20])=[CH:15][CH:14]=3)=[N:9][CH:8]=2)=[O:6])[CH2:3][CH2:2]1. Procedure details: The title compound is prepared from 2-(4-methanesulfonyl-phenyl)-pyrimidine-5-carboxylic acid cyclopropyl-piperidin-4-yl-amide and 2-chloro-5-ethylpyrimidine following a procedure analogous to that described in Example 3. LC (method 10): tR=1.80 min; Mass spectrum (ESI+): m/z=507 [M+H]+. The reactants are NN (hydrazine), C1(=CC=CC=C1)C=1N(C=CC1)N1C(C2=CC=CC=C2C1=O)=O (2-(2-phenyl-1H-pyrrol-1-yl)-1H-isoindol-1,3(2H)dione). Solvent: C(C)O (ethanol). Product: C1(=CC=CC=C1)C=1N(C=CC1)N (2-Phenyl-1H-pyrrol-1-amine). Yield: 98.7%. Reaction SMILES: [C:1]1([C:7]2[N:8]([N:12]3C(=O)C4C(=CC=CC=4)C3=O)[CH:9]=[CH:10][CH:11]=2)[CH:6]=[CH:5][CH:4]=[CH:3][CH:2]=1.NN>C(O)C>[C:1]1([C:7]2[N:8]([NH2:12])[CH:9]=[CH:10][CH:11]=2)[CH:2]=[CH:3][CH:4]=[CH:5][CH:6]=1. Reported procedure: To a stirred suspension consisting of 2-(2-phenyl-1H-pyrrol-1-yl)-1H-isoindol-1,3(2H)dione (7.2 g) in abs. ethanol (150 ml) was added hydrazine (3.9 ml) at room temperature. The reaction mixture was warmed to reflux for 2 hours and allowed to cool to room temperature overnight. The solid by-product was filtered and washed with ether. The combined filtrates were concentrated in vacuo to give an oil which solidified on standing. Recrystallization from ether afforded 3.9 g of the product as a solid... Starting materials: [BH4-], Cl, [Na+], O, CC(=O)C(C)=Cc1cc(O)c(O)c([N+](=O)[O-])c1. Yields the product CC(=Cc1cc(O)c(O)c([N+](=O)[O-])c1)C(C)O. As a reaction SMILES: [BH4-:18].[ClH:20].[Na+:19].[OH2:21].[OH:1][c:2]1[cH:3][c:4]([CH:12]=[C:13]([C:14]([CH3:15])=[O:16])[CH3:17])[cH:5][c:6]([N+:9](=[O:10])[O-:11])[c:7]1[OH:8]>>[OH:1][c:2]1[cH:3][c:4]([CH:12]=[C:13]([CH:14]([CH3:15])[OH:16])[CH3:17])[cH:5][c:6]([N+:9](=[O:10])[O-:11])[c:7]1[OH:8]. Reaction SMILES: [CH2:12]([CH3:13])[O:14][CH2:15][CH2:16][O:17][c:18]1[cH:19][cH:20][c:21]([C:22](=[O:23])[OH:24])[cH:25][cH:26]1.[CH3:34][c:35]1[cH:36][cH:37][cH:38][cH:39][cH:40]1.[Cl-:11].[F:1][c:2]1[cH:3][c:4]([OH:10])[cH:5][cH:6][c:7]1[C:8]#[N:9].[OH2:27].[cH:28]1[cH:29][cH:30][n:31][cH:32][cH:33]1>>[F:1][c:2]1[cH:3][c:4]([O:10][C:22]([c:21]2[cH:20][cH:19][c:18]([O:17][CH2:16][CH2:15][O:14][CH2:12][CH3:13])[cH:26][cH:25]2)=[O:23])[cH:5][cH:6][c:7]1[C:8]#[N:9]. Starting materials: CCOCCOc1ccc(C(=O)O)cc1, Cc1ccccc1, [Cl-], N#Cc1ccc(O)cc1F, O, c1ccncc1. The product is CCOCCOc1ccc(C(=O)Oc2ccc(C#N)c(F)c2)cc1.